This data is from the Open Reaction Database (ORD), a public repository of structured organic reaction records. The task is: describe an organic reaction: reactants, conditions, products, and yield Reported procedure: 4-Aminopyridine (101.28 g) and acetic anhydride (110 g) were mixed neat and heated at 100° C. for 1/2 h. The solidified reaction mixture was triturated with acetone, filtered off, and washed with ether to afford 186.48 g of title compound as a white solid in two crops. Product: C(C)(=O)O.C(C)(=O)NC1=CC=NC=C1 (4-acetamidopyridine acetate). Starting materials: NC1=CC=NC=C1 (4-Aminopyridine), C(C)(=O)OC(C)=O (acetic anhydride). Run at temperature 100 celsius. RXN SMILES: [NH2:1][C:2]1[CH:7]=[CH:6][N:5]=[CH:4][CH:3]=1.[C:8]([O:11][C:12](=[O:14])[CH3:13])(=[O:10])[CH3:9]>>[C:8]([OH:11])(=[O:10])[CH3:9].[C:12]([NH:1][C:2]1[CH:7]=[CH:6][N:5]=[CH:4][CH:3]=1)(=[O:14])[CH3:13] |f:2.3|. Isolated yield 88.3%. The reactants are [Br-], COC(=O)c1ccc(Br)cc1, CCCC[N+](CCCC)(CCCC)CCCC, CCOC(C)=O, OB(O)c1ccc(F)c(F)c1, [K+], [K+], [K+], CC(=O)[O-], CC(=O)[O-], O=P([O-])([O-])[O-], [Pd+2]. Product: COC(=O)c1ccc(-c2ccc(F)c(F)c2)cc1. Reaction SMILES: [Br-:31].[CH3:12][O:13][C:14]([c:15]1[cH:16][cH:17][c:18]([Br:21])[cH:19][cH:20]1)=[O:22].[CH3:32][CH2:33][CH2:34][CH2:35][N+:36]([CH2:37][CH2:38][CH2:39][CH3:40])([CH2:41][CH2:42][CH2:43][CH3:44])[CH2:45][CH2:46][CH2:47][CH3:48].[CH3:49][CH2:50][O:51][C:52](=[O:53])[CH3:54].[F:1][c:2]1[cH:3][c:4]([B:9]([OH:10])[OH:11])[cH:5][cH:6][c:7]1[F:8].[K+:28].[K+:29].[K+:30].[O-:56][C:57]([CH3:58])=[O:59].[O-:60][C:61]([CH3:62])=[O:63].[P:23]([O-:24])([O-:25])([O-:26])=[O:27].[Pd+2:55]>>[F:1][c:2]1[cH:3][c:4](-[c:18]2[cH:17][cH:16][c:15]([C:14]([O:13][CH3:12])=[O:22])[cH:20][cH:19]2)[cH:5][cH:6][c:7]1[F:8]. The reactants are B.[Na] (sodium boron hydride), substituted benzyl chloride, [Na] (sodium), N1C=NC=C1 (imidazole), ClC1=C(COC=2C=C(C#N)C=CC2C(CCC)O)C=CC(=C1)Cl (3-(2,4-dichlorobenzyloxy)-4-(1-hydroxybutyl)-benzonitrile), S(=O)(Cl)Cl.ClC1=C(COC=2C=C(C#N)C=CC2C(CCC)Cl)C=CC(=C1)Cl (3-(2,4-dichlorobenzyloxy)-4-(1-chlorobutyl)benzonitrile thionyl chloride). The solvent is CN(C=O)C (dimethylformamide), C(C1=CC=CC=C1)#N (benzonitrile), O1CCOCC1 (dioxane). Yields the product ClC1=C(COC=2C=C(C#N)C=CC2C(CCC)N2C=NC=C2)C=CC(=C1)Cl (3-(2,4-Dichlorobenzyloxy)-4-[1-(1-imidazolyl)-butyl]benzonitrile). As a reaction SMILES: B.[Na].[Cl:3][C:4]1[CH:24]=[C:23]([Cl:25])[CH:22]=[CH:21][C:5]=1[CH2:6][O:7][C:8]1[CH:9]=[C:10]([CH:13]=[CH:14][C:15]=1[CH:16](O)[CH2:17][CH2:18][CH3:19])[C:11]#[N:12].S(Cl)(Cl)=O.ClC1C=C(Cl)C=CC=1COC1C=C(C=CC=1C(Cl)CCC)C#N.[Na].[NH:54]1[CH:58]=[CH:57][N:56]=[CH:55]1>O1CCOCC1.CN(C)C=O.C(#N)C1C=CC=CC=1>[Cl:3][C:4]1[CH:24]=[C:23]([Cl:25])[CH:22]=[CH:21][C:5]=1[CH2:6][O:7][C:8]1[CH:9]=[C:10]([CH:13]=[CH:14][C:15]=1[CH:16]([N:54]1[CH:58]=[CH:57][N:56]=[CH:55]1)[CH2:17][CH2:18][CH3:19])[C:11]#[N:12] |f:0.1,3.4,^1:1,52|. Procedure: 3-Bromo-1-butyryloxybenzene is obtained by esterification of 3-bromophenol with butyric acid chloride and further is reacted, by Fries reaction and etherification of the phenolic hydroxyl group, with 2,4-dichlorobenzyl chloride into the 3-(2,4-dichlorobenzyloxy)-4-butyryl-1-bromobenzene. The 3(2,4-dichlorobenzyloxy)-4-butyrylbenzonitrile with a melting point of 97°-98° C. is obtained by reaction of substituted bromobenzene with copper(I) cyanide in N-methyl pyrrolidone (3 hours at 180° C.). The ...